This data is from the Open Reaction Database (ORD), a public repository of structured organic reaction records. The task is: describe an organic reaction: reactants, conditions, products, and yield The reactants are CC1=CC=CC=2C(C3=CC=CC(=C3C12)C)C(=O)O (4,5-dimethyl-9-fluorenecarboxylic acid). The solvent is C1CCOC1 (THF), C1CCOC1 (THF). Conditions: time 8 hour. The product is CC1=CC=CC=2C(C3=CC=CC(=C3C12)C)CO (4.5-dimethyl-9-fluorenemethanol). The yield is 75.1%. RXN SMILES: [CH3:1][C:2]1[C:14]2[C:13]3[C:8](=[CH:9][CH:10]=[CH:11][C:12]=3[CH3:15])[CH:7]([C:16](O)=[O:17])[C:6]=2[CH:5]=[CH:4][CH:3]=1>C1COCC1>[CH3:15][C:12]1[C:13]2[C:14]3[C:6](=[CH:5][CH:4]=[CH:3][C:2]=3[CH3:1])[CH:7]([CH2:16][OH:17])[C:8]=2[CH:9]=[CH:10][CH:11]=1. Procedure details: A solution of 4,5-dimethyl-9-fluorenecarboxylic acid (4.2 g, 17.8 mmol) in 100 mL of THF was Charged with IM THF solution of BH3 -THF complex (25.0 mL, 25.0 mmol) at 0° C. The reaction mixture was stirred overnight at room temperature then quenched with water (100 mL) and HCl (3 mL). After addition of ethyl acetate (50 mL) the organic layer was separated and washed with 10% potassium carbonate solution, water, brine, dried dried over magnesium sulfate and evaporated to afford 4.5-dimethyl-9-fluo... Starting materials: [Si](C1=CC=CC=C1)(C1=CC=CC=C1)(C(C)(C)C)OC1=C2CCC=C(C2=CC=C1)CCO (5-t-butyldiphenylsilyloxy-1-(2-hydroxyethyl)-3,4-dihydronaphthalene), C(=O)([O-])[O-].[Na+].[Na+] (Na2CO3), ClC1=CC(=CC=C1)C(=O)OO (m-chloroperbenzoic acid). Run in C(Cl)Cl (CH2Cl2). Reaction conditions: time 2 hour. The product is [Si](C1=CC=CC=C1)(C1=CC=CC=C1)(C(C)(C)C)OC1=C2CC[C@@H]([C@@H](C2=CC=C1)CCO)O ((cis)-5-t-butyldiphenylsilyloxy-1-(2-hydroxyethyl)-2-hydroxy-1,2,3,4-tetrahydronaphthalene). The yield is 105.6%. Reaction SMILES: [Si:1]([O:18][C:19]1[CH:28]=[CH:27][CH:26]=[C:25]2[C:20]=1[CH2:21][CH2:22][CH:23]=[C:24]2[CH2:29][CH2:30][OH:31])([C:14]([CH3:17])([CH3:16])[CH3:15])([C:8]1[CH:13]=[CH:12][CH:11]=[CH:10][CH:9]=1)[C:2]1[CH:7]=[CH:6][CH:5]=[CH:4][CH:3]=1.C([O-])([O-])=[O:33].[Na+].[Na+].ClC1C=CC=C(C(OO)=O)C=1>C(Cl)Cl>[Si:1]([O:18][C:19]1[CH:28]=[CH:27][CH:26]=[C:25]2[C:20]=1[CH2:21][CH2:22][C@H:23]([OH:33])[C@@H:24]2[CH2:29][CH2:30][OH:31])([C:14]([CH3:15])([CH3:16])[CH3:17])([C:8]1[CH:13]=[CH:12][CH:11]=[CH:10][CH:9]=1)[C:2]1[CH:7]=[CH:6][CH:5]=[CH:4][CH:3]=1 |f:1.2.3|. Procedure: To a solution of 5-t-butyldiphenylsilyloxy-1-(2-hydroxyethyl)-3,4-dihydronaphthalene (1.0 g) in CH2Cl2 (30 ml) were added Na2CO3 (290 mg) and m-chloroperbenzoic acid (750 mg) at 0° C. After being stirred for 2 hours, the solvent was removed in vacuo. The residue was extracted with ethyl acetate. The mixture was washed with 1N-HCl solution, sat. NaHCO3, and brine, dried over MgSO4, and evaporated in vacuo. The residue was dissolved into tetrahydrofuran (20 ml) and LiAlH4 (200 mg) was added at 0° ... Reactants: COC(=O)C1CN(C(=O)C2CC2)C2CCN(C(=O)C(NC(=O)OC(C)(C)C)C3CCCCC3)C12, CO, [Na+], [OH-]. Yields the product CC(C)(C)OC(=O)NC(C(=O)N1CCC2C1C(C(=O)O)CN2C(=O)C1CC1)C1CCCCC1. Reaction SMILES: [CH3:1][O:2][C:3](=[O:4])[CH:5]1[CH:6]2[CH:7]([N:8]([C:10](=[O:11])[CH:12]3[CH2:13][CH2:14]3)[CH2:9]1)[CH2:15][CH2:16][N:17]2[C:18]([CH:19]([CH:20]1[CH2:21][CH2:22][CH2:23][CH2:24][CH2:25]1)[NH:26][C:27](=[O:28])[O:29][C:30]([CH3:31])([CH3:32])[CH3:33])=[O:34].[CH3:37][OH:38].[Na+:36].[OH-:35]>>[O:2]=[C:3]([OH:4])[CH:5]1[CH:6]2[CH:7]([N:8]([C:10](=[O:11])[CH:12]3[CH2:13][CH2:14]3)[CH2:9]1)[CH2:15][CH2:16][N:17]2[C:18]([CH:19]([CH:20]1[CH2:21][CH2:22][CH2:23][CH2:24][CH2:25]1)[NH:26][C:27](=[O:28])[O:29][C:30]([CH3:31])([CH3:32])[CH3:33])=[O:34]. The reactants are C1CCOC1, CC(=O)O, CCOC(C)=O, CC#N, O=C(C=Cc1cnc(NC2CCN(CCc3ccccc3)C2)cn1)NO. Product: CC(=O)O, O=C(C=Cc1cnc(NC2CCN(CCc3ccccc3)C2)cn1)NO. RXN SMILES: [CH2:40]1[O:41][CH2:42][CH2:43][CH2:44]1.[CH3:1][C:2]([OH:3])=[O:4].[CH3:31][CH2:32][O:33][C:34]([CH3:35])=[O:36].[CH3:37][C:38]#[N:39].[OH:5][NH:6][C:7]([CH:8]=[CH:9][c:10]1[n:11][cH:12][c:13]([NH:16][CH:17]2[CH2:18][N:19]([CH2:22][CH2:23][c:24]3[cH:25][cH:26][cH:27][cH:28][cH:29]3)[CH2:20][CH2:21]2)[n:14][cH:15]1)=[O:30]>>[CH3:1][C:2](=[O:3])[OH:4].[OH:5][NH:6][C:7]([CH:8]=[CH:9][c:10]1[n:11][cH:12][c:13]([NH:16][CH:17]2[CH2:18][N:19]([CH2:22][CH2:23][c:24]3[cH:25][cH:26][cH:27][cH:28][cH:29]3)[CH2:20][CH2:21]2)[n:14][cH:15]1)=[O:30]. Reactants: CCN(CC)CCCOc1ccc(N)cc1, C1CCOC1, COc1cccc(-c2ccc3c(c2)NC(=O)C3=CO)c1. The product is CCN(CC)CCCOc1ccc(NC=C2C(=O)Nc3cc(-c4cccc(OC)c4)ccc32)cc1. RXN SMILES: [CH2:21]([CH3:22])[N:23]([CH2:24][CH2:25][CH2:26][O:27][c:28]1[cH:29][cH:30][c:31]([NH2:34])[cH:32][cH:33]1)[CH2:35][CH3:36].[O:37]1[CH2:38][CH2:39][CH2:40][CH2:41]1.[OH:1][CH:2]=[C:3]1[C:4](=[O:20])[NH:5][c:6]2[cH:7][c:8](-[c:12]3[cH:13][c:14]([O:18][CH3:19])[cH:15][cH:16][cH:17]3)[cH:9][cH:10][c:11]21>>[CH:2](=[C:3]1[C:4](=[O:20])[NH:5][c:6]2[cH:7][c:8](-[c:12]3[cH:13][c:14]([O:18][CH3:19])[cH:15][cH:16][cH:17]3)[cH:9][cH:10][c:11]21)[NH:34][c:31]1[cH:30][cH:29][c:28]([O:27][CH2:26][CH2:25][CH2:24][N:23]([CH2:21][CH3:22])[CH2:35][CH3:36])[cH:33][cH:32]1. Reaction conditions: time 3 hour. The product is NC1=C(C=CC(=C1)O)CCCl (2-(2-amino-4-hydroxyphenyl)ethyl chloride). Yield: 78.1%. Starting materials: C(C1=CC=CC=C1)OC1=CC(=C(C=C1)CCCl)[N+](=O)[O-] (2-(4-benzyloxy-2-nitrophenyl)ethyl chloride). As a reaction SMILES: C([O:8][C:9]1[CH:14]=[CH:13][C:12]([CH2:15][CH2:16][Cl:17])=[C:11]([N+:18]([O-])=O)[CH:10]=1)C1C=CC=CC=1>[Pd].C1COCC1>[NH2:18][C:11]1[CH:10]=[C:9]([OH:8])[CH:14]=[CH:13][C:12]=1[CH2:15][CH2:16][Cl:17]. Reagents/catalysts: [Pd] (Pd/C). Reported procedure: Pd/C 10% (45 mg) was added to 2-(4-benzyloxy-2-nitrophenyl)ethyl chloride (132 mg, 0.453 mmol). The mixture was then suspended in freezer chilled THF (30 mL). The suspension was degassed and purged 3 times with hydrogen and reduced under atmospheric pressure at room temperature. After 3 h the solution was checked by TLC (10% MeOH/CHCl3) and the solution was filtered by suction over Celite. The filter residue was washed with more CH2Cl2, and the filtrate was concentrated under reduced pressure to... The solvent is C1CCOC1 (THF). Starting materials: ClCC=1SC2=C(N1)C=CC=C2 (2-chloromethylbenzothiazole), [OH-].[K+] (potassium hydroxide), OC1=CC(=C(C=C1)NC(OC)=O)C (methyl N-(4-hydroxy-2-methylphenyl)carbamate). Run in CN(C=O)C (dimethylformamide), O (water), O (water), CN(C=O)C (dimethylformamide), O (water). Run at time 20 minute. The product is S1C(=NC2=C1C=CC=C2)COC2=CC(=C(C=C2)NC(OC)=O)C (Methyl N-[4-(benzothiazol-2-ylmethoxy)-2-methylphenyl]carbamate). Yield: 58.7%. Reaction SMILES: [OH-].[K+].[OH:3][C:4]1[CH:9]=[CH:8][C:7]([NH:10][C:11](=[O:14])[O:12][CH3:13])=[C:6]([CH3:15])[CH:5]=1.Cl[CH2:17][C:18]1[S:19][C:20]2[CH:26]=[CH:25][CH:24]=[CH:23][C:21]=2[N:22]=1>O.CN(C)C=O>[S:19]1[C:20]2[CH:26]=[CH:25][CH:24]=[CH:23][C:21]=2[N:22]=[C:18]1[CH2:17][O:3][C:4]1[CH:9]=[CH:8][C:7]([NH:10][C:11](=[O:14])[O:12][CH3:13])=[C:6]([CH3:15])[CH:5]=1 |f:0.1|. Procedure details: A solution of 3.6 g of potassium hydroxide in 10 ml of water was added to a solution of 10.0 g of methyl N-(4-hydroxy-2-methylphenyl)carbamate [prepared as described in Example 15(a) above] in 30 ml of dimethylformamide and 6 ml of water cooled in an ice-water bath. The resulting mixture was stirred at the same temperature for 20 minutes, and then a solution of 10.0 g of 2-chloromethylbenzothiazole in 25 ml of dimethylformamide was added to the reaction mixture. The temperature of the resulting ... The reactants are C(CCC)N1C(C(C2=CC=CC=C12)(CC(C1=NC=CC=C1)=O)O)=O (1-butyl-3-hydroxy-3-(2-oxo-2-(pyridin-2-yl)ethyl)indolin-2-one), CC=1C=C2C(C(N(C2=CC1)CCC)=O)=O (5-methyl-1-propylindoline-2,3-dione), COC1=CC=CC(=N1)C(C)=O (1-(6-methoxypyridin-2-yl)ethanone). Product: OC1(C(N(C2=CC=C(C=C12)C)CCC)=O)CC(=O)C1=NC(=CC=C1)OC (3-hydroxy-3-(2-(6-methoxypyridin-2-yl)-2-oxoethyl)-5-methyl-1-propylindolin-2-one). RXN SMILES: C(N1C2C(=CC=CC=2)C(O)(CC(=O)C2C=CC=CN=2)C1=O)CCC.[CH3:25][C:26]1[CH:27]=[C:28]2[C:32](=[CH:33][CH:34]=1)[N:31]([CH2:35][CH2:36][CH3:37])[C:30](=[O:38])[C:29]2=[O:39].[CH3:40][O:41][C:42]1[N:47]=[C:46]([C:48](=[O:50])[CH3:49])[CH:45]=[CH:44][CH:43]=1>>[OH:39][C:29]1([CH2:49][C:48]([C:46]2[CH:45]=[CH:44][CH:43]=[C:42]([O:41][CH3:40])[N:47]=2)=[O:50])[C:28]2[C:32](=[CH:33][CH:34]=[C:26]([CH3:25])[CH:27]=2)[N:31]([CH2:35][CH2:36][CH3:37])[C:30]1=[O:38]. Procedure: This compound was made in a similar manner to 1-butyl-3-hydroxy-3-(2-oxo-2-(pyridin-2-yl)ethyl)indolin-2-one using 5-methyl-1-propylindoline-2,3-dione and 1-(6-methoxypyridin-2-yl)ethanone (commercially available from Fisher Scientific). 1H-NMR δ 7.74 (m, 2H), 7.19 (s, 1H), 7.11 (d, 1H), 6.98 (d, 1H), 6.77 (d, 1H), 5.27 (bs, 1H), 4.03 (s, 3H), 3.65 (m, 3H), 3.49 (d, 1H), 2.30 (s, 3H), 1.74 (m, 2H), 0.97 (t, 3H). Starting materials: COCCCN1CCOc2ccc(COC3CN(C(=O)OCc4ccccc4)CCC3c3ccc(C(=O)O)cc3)cc21, CCN=C=NCCCN(C)C, CN(C)C=O, CN(C)c1ccncc1, Cl, NCCOc1ccccc1, O. Yields the product COCCCN1CCOc2ccc(COC3CN(C(=O)OCc4ccccc4)CCC3c3ccc(C(=O)NCCOc4ccccc4)cc3)cc21. Reaction SMILES: [C:1](=[O:2])([OH:3])[c:4]1[cH:5][cH:6][c:7]([CH:10]2[CH:11]([O:26][CH2:27][c:28]3[cH:29][cH:30][c:31]4[c:32]([cH:42]3)[N:33]([CH2:37][CH2:38][CH2:39][O:40][CH3:41])[CH2:34][CH2:35][O:36]4)[CH2:12][N:13]([C:16](=[O:17])[O:18][CH2:19][c:20]3[cH:21][cH:22][cH:23][cH:24][cH:25]3)[CH2:14][CH2:15]2)[cH:8][cH:9]1.[CH3:54][N:55]([CH3:56])[CH2:57][CH2:58][CH2:59][N:60]=[C:61]=[N:62][CH2:63][CH3:64].[CH3:66][N:67]([CH3:68])[CH:69]=[O:70].[CH3:71][N:72]([CH3:73])[c:74]1[cH:75][cH:76][n:77][cH:78][cH:79]1.[ClH:53].[O:43]([c:44]1[cH:45][cH:46][cH:47][cH:48][cH:49]1)[CH2:50][CH2:51][NH2:52].[OH2:65]>>[C:1](=[O:2])([c:4]1[cH:5][cH:6][c:7]([CH:10]2[CH:11]([O:26][CH2:27][c:28]3[cH:29][cH:30][c:31]4[c:32]([cH:42]3)[N:33]([CH2:37][CH2:38][CH2:39][O:40][CH3:41])[CH2:34][CH2:35][O:36]4)[CH2:12][N:13]([C:16](=[O:17])[O:18][CH2:19][c:20]3[cH:21][cH:22][cH:23][cH:24][cH:25]3)[CH2:14][CH2:15]2)[cH:8][cH:9]1)[NH:52][CH2:51][CH2:50][O:43][c:44]1[cH:45][cH:46][cH:47][cH:48][cH:49]1. Starting materials: BrC1=C(CN2C(=NC3=C2C=C(C=C3)O)C3=CC(=CC=C3)C)C=CC=C1 (1-(2-bromobenzyl)-2-(3-methylphenyl)-6-hydroxybenzimidazole), CC(CN(C)C)Cl (1-methyl-2-(N,N-dimethylamino)ethyl chloride). Yields the product BrC1=C(CN2C(=NC3=C2C=C(C=C3)OC(CN(C)C)C)C3=CC(=CC=C3)C)C=CC=C1 (1-(2-bromobenzyl)-2-(3-methylphenyl)-6-[1-methyl-2-(N,N-dimethylamino)ethoxy]benzimidazole). As a reaction SMILES: [Br:1][C:2]1[CH:25]=[CH:24][CH:23]=[CH:22][C:3]=1[CH2:4][N:5]1[C:9]2[CH:10]=[C:11]([OH:14])[CH:12]=[CH:13][C:8]=2[N:7]=[C:6]1[C:15]1[CH:20]=[CH:19][CH:18]=[C:17]([CH3:21])[CH:16]=1.[CH3:26][CH:27](Cl)[CH2:28][N:29]([CH3:31])[CH3:30]>>[Br:1][C:2]1[CH:25]=[CH:24][CH:23]=[CH:22][C:3]=1[CH2:4][N:5]1[C:9]2[CH:10]=[C:11]([O:14][CH:27]([CH3:26])[CH2:28][N:29]([CH3:31])[CH3:30])[CH:12]=[CH:13][C:8]=2[N:7]=[C:6]1[C:15]1[CH:20]=[CH:19][CH:18]=[C:17]([CH3:21])[CH:16]=1. Procedure details: The title compound was prepared essentially as described above except that the compound of Example 126 was reacted with 1-methyl-2-(N,N-dimethylamino)ethyl chloride.